This data is from the Open Reaction Database (ORD), a public repository of structured organic reaction records. The task is: describe an organic reaction: reactants, conditions, products, and yield The reactants are BrC1=C(C=CC=C1)C1OCCO1 (1-bromo-2-(1,3-dioxolan-2-yl)-benzene), [Cl-].COC(C(=O)O)=O (oxalic acid monomethyl ester chloride). Reagents/catalysts: [Zn] (zinc). Product: O1C(OCC1)C1=C(C=CC=C1)C(C(=O)OC)=O (methyl 2-(1,3-dioxolan-2-yl)-phenylglyoxylate). As a reaction SMILES: Br[C:2]1[CH:7]=[CH:6][CH:5]=[CH:4][C:3]=1[CH:8]1[O:12][CH2:11][CH2:10][O:9]1.[Cl-].[CH3:14][O:15][C:16](=[O:20])[C:17](O)=[O:18]>[Zn]>[O:9]1[CH2:10][CH2:11][O:12][CH:8]1[C:3]1[CH:4]=[CH:5][CH:6]=[CH:7][C:2]=1[C:17](=[O:18])[C:16]([O:15][CH3:14])=[O:20] |f:1.2|. Procedure: 174.5 g of 1-bromo-2-(1,3-dioxolan-2-yl)-benzene was reacted via the zinc-organic compound with 102 g of oxalic acid monomethyl ester chloride, analogously to Example 2. Yield: 41.6 g. Starting materials: CN1C2CC(CC1CC2)SC2=CC=C(C=C2)N (4-[(8-methyl-8-azabicylo[3.2.1]oct-3-yl)thio]phenylamine), C(=O)(O)C=1N=CSC1 (4-carboxythiazole), ON1N=NC2=C1C=CC=C2 (1-hydroxybenzotriazole), N=C=N (carbodiimide). The solvent is CN(C)C=O (DMF). Run at time 3 day. Yields the product CN1C2CC(CC1CC2)SC2=CC=C(C=C2)NC(=O)C=2N=CSC2 (N-{4-[(8-methyl-8-azabicylo[3.2.1]oct-3-yl)thio]phenyl]-4-thiazolecarboxamide). The yield is 76.0%. RXN SMILES: [CH3:1][N:2]1[CH:7]2[CH2:8][CH2:9][CH:3]1[CH2:4][CH:5]([S:10][C:11]1[CH:16]=[CH:15][C:14]([NH2:17])=[CH:13][CH:12]=1)[CH2:6]2.[C:18]([C:21]1[N:22]=[CH:23][S:24][CH:25]=1)(O)=[O:19].ON1C2C=CC=CC=2N=N1.N=C=N>CN(C=O)C>[CH3:1][N:2]1[CH:3]2[CH2:9][CH2:8][CH:7]1[CH2:6][CH:5]([S:10][C:11]1[CH:12]=[CH:13][C:14]([NH:17][C:18]([C:21]3[N:22]=[CH:23][S:24][CH:25]=3)=[O:19])=[CH:15][CH:16]=1)[CH2:4]2. Procedure details: A mixture of 4-[(8-methyl-8-azabicylo[3.2.1]oct-3-yl)thio]phenylamine (50 mg), 4-carboxythiazole (52 mg), 1-hydroxybenzotriazole (61 mg) and carbodiimide resin (1.7 mmol/g, 470 mg) in DMF (7 ml) was stirred at room temperature for 3 days. The mixture was filtered then passed through an SCX cartridge, eluting with methanol followed by 2M ammonia in methanol, providing N-{4-[(8-methyl-8-azabicylo[3.2.1]oct-3-yl)thio]phenyl]-4-thiazolecarboxamide as a white solid (55 mg) Starting materials: CCOC(=O)C1=[SH]C(=NC(=O)c2ccc(C#N)cc2)N(C)C1C, ClCCl, CO, [Na+], [OH-]. Product: CC1C(C(=O)[O-])=[SH]C(=NC(=O)c2ccc(C#N)cc2)N1C, [Na+]. As a reaction SMILES: [C:3](#[N:4])[c:5]1[cH:6][cH:7][c:8]([C:9](=[O:10])[N:11]=[C:12]2[SH:13]=[C:14]([C:19](=[O:20])[O:21][CH2:22][CH3:23])[CH:15]([CH3:18])[N:16]2[CH3:17])[cH:24][cH:25]1.[CH2:26]([Cl:27])[Cl:28].[CH3:29][OH:30].[Na+:2].[OH-:1]>>[C:3](#[N:4])[c:5]1[cH:6][cH:7][c:8]([C:9](=[O:10])[N:11]=[C:12]2[SH:13]=[C:14]([C:19](=[O:20])[O-:21])[CH:15]([CH3:18])[N:16]2[CH3:17])[cH:24][cH:25]1.[Na+:2].